This data is from the Open Reaction Database (ORD), a public repository of structured organic reaction records. The task is: describe an organic reaction: reactants, conditions, products, and yield Reaction conditions: time 12 hour. Procedure details: 0.6 ml (3.45 mmol) of dibutylamine was added to a suspension of 400 mg (1.15 mmol) of (S)-1-(5-chloromethyl-1,2,4-oxadiazol-3-yl)-11,11a-dihydro-8H,10H-azeto[1,2-a]imidazo[5,1-c]thieno[3,2-e]-[1,4]diazepin-8-one in 10 ml of N,N-dimethylformamide and the mixture was stirred at room temperature for 12 hours. The solution was evaporated and the residue was partitioned between methylene chloride and 2N sodium carbonate solution. The aqueous solution was extracted with methylene chloride and the orga... Yield: 83.9%. The reactants are C(CCC)NCCCC (dibutylamine), ClCC1=NC(=NO1)C=1N=CN2C1[C@H]1N(C(C3=C2C=CS3)=O)CC1 ((S)-1-(5-chloromethyl-1,2,4-oxadiazol-3-yl)-11,11a-dihydro-8H,10H-azeto[1,2-a]imidazo[5,1-c]thieno[3,2-e]-[1,4]diazepin-8-one). Solvent: CN(C=O)C (N,N-dimethylformamide). As a reaction SMILES: [CH2:1]([NH:5][CH2:6][CH2:7][CH2:8][CH3:9])[CH2:2][CH2:3][CH3:4].Cl[CH2:11][C:12]1[O:16][N:15]=[C:14]([C:17]2[N:18]=[CH:19][N:20]3[C:26]4[CH:27]=[CH:28][S:29][C:25]=4[C:24](=[O:30])[N:23]4[CH2:31][CH2:32][C@H:22]4[C:21]=23)[N:13]=1>CN(C)C=O>[CH2:1]([N:5]([CH2:11][C:12]1[O:16][N:15]=[C:14]([C:17]2[N:18]=[CH:19][N:20]3[C:26]4[CH:27]=[CH:28][S:29][C:25]=4[C:24](=[O:30])[N:23]4[CH2:31][CH2:32][C@H:22]4[C:21]=23)[N:13]=1)[CH2:6][CH2:7][CH2:8][CH3:9])[CH2:2][CH2:3][CH3:4]. Product: C(CCC)N(CCCC)CC1=NC(=NO1)C=1N=CN2C1[C@H]1N(C(C3=C2C=CS3)=O)CC1 ((S)-1-(5-dibutylaminomethyl-1,2,4-oxadiazol-3-yl)-11,11a-dihydro-8H,10H-azeto[1,2-a]imidazo[5,1-c]thieno[3,2-e][1,4]diazepin-8-one). Reactants: ClC1=NC=C(C(=N1)Cl)F (2,4-dichloro-5-fluoropyrimidine), N1N=NN=C1C=1C=C(N)C=CC1 (3-(tetrazol-5-yl)aniline). Run in CO.O (methanol water). Product: ClC1=NC=C(C(=N1)NC1=CC(=CC=C1)C1=NN=NN1)F (2-chloro-5-fluoro-N4-[3-(1H-tetrazol-5-yl)phenyl]-4-pyrimidineamine). Reaction SMILES: [Cl:1][C:2]1[N:7]=[C:6](Cl)[C:5]([F:9])=[CH:4][N:3]=1.[NH:10]1[C:14]([C:15]2[CH:16]=[C:17]([CH:19]=[CH:20][CH:21]=2)[NH2:18])=[N:13][N:12]=[N:11]1>CO.O>[Cl:1][C:2]1[N:7]=[C:6]([NH:18][C:17]2[CH:19]=[CH:20][CH:21]=[C:15]([C:14]3[NH:13][N:12]=[N:11][N:10]=3)[CH:16]=2)[C:5]([F:9])=[CH:4][N:3]=1 |f:2.3|. Reported procedure: A reaction mixture containing 2,4-dichloro-5-fluoro-pyrimindine (1.2 equivalents) and 3-(tetrazol-5-yl)aniline (1 equivalents) in methanol:water (1:1; v/v) was heated at 60° C. for 24 h. Upon dilution with water and acidification, the solid formed was fitered, washed with water, dried and analyzed to give 2-chloro-5-fluoro-N4-[3-(1H-tetrazol-5-yl)phenyl]-4-pyrimidineamine (R926853). Alternatively this reaction can be achieved by treating 2,4-dichloro-5-fluoropyrimidine (1 equivalent) with 3-(tet... Reactants: C=CCC1(C(=O)O)CCCN1C(=O)OCc1ccccc1, CN1CCOCC1, COC(=O)C(C)N, CCN=C=NCCCN(C)C, Cl, CN(C)C=O, On1nnc2ccccc21. The product is C=CCC1(C(=O)NC(C)C(=O)OC)CCCN1C(=O)OCc1ccccc1. RXN SMILES: [CH2:37]([CH:38]=[CH2:39])[C:40]1([C:55](=[O:56])[OH:57])[N:41]([C:45](=[O:46])[O:47][CH2:48][c:49]2[cH:50][cH:51][cH:52][cH:53][cH:54]2)[CH2:42][CH2:43][CH2:44]1.[CH3:11][N:12]1[CH2:13][CH2:14][O:15][CH2:16][CH2:17]1.[CH3:19][O:20][C:21]([CH:22]([NH2:23])[CH3:24])=[O:25].[CH3:26][N:27]([CH3:28])[CH2:29][CH2:30][CH2:31][N:32]=[C:33]=[N:34][CH2:35][CH3:36].[ClH:18].[O:58]=[CH:59][N:60]([CH3:61])[CH3:62].[OH:1][n:2]1[c:3]2[c:4]([cH:5][cH:6][cH:7][cH:8]2)[n:9][n:10]1>>[CH3:19][O:20][C:21]([CH:22]([NH:23][C:55]([C:40]1([CH2:37][CH:38]=[CH2:39])[N:41]([C:45](=[O:46])[O:47][CH2:48][c:49]2[cH:50][cH:51][cH:52][cH:53][cH:54]2)[CH2:42][CH2:43][CH2:44]1)=[O:56])[CH3:24])=[O:25].